This data is from the Open Reaction Database (ORD), a public repository of structured organic reaction records. The task is: describe an organic reaction: reactants, conditions, products, and yield Reaction SMILES: [C:70](=[O:71])([O-:72])[O-:73].[Cl:76][CH2:77][C:78](=[O:79])[O:80][c:81]1[cH:82][c:83]([CH3:95])[c:84]([C:85](=[O:86])[Cl:87])[cH:88][c:89]1[O:90][C:91]([CH2:92][Cl:93])=[O:94].[Cl:96][CH2:97][Cl:98].[K+:74].[K+:75].[c:1]1([CH:7]([c:8]2[cH:9][cH:10][cH:11][cH:12][cH:13]2)[O:14][C:15](=[O:16])[C:17]2=[C:24]([CH2:25][S:26][c:27]3[n:28][n:29]4[c:30]([n:31][c:32]([CH3:36])[cH:33][c:34]4=[O:35])[s:37]3)[CH2:23][S:22][CH:21]3[N:18]2[C:19](=[O:69])[CH:20]3[NH:38][C:39]([C:40](=[N:41][OH:42])[c:43]2[n:44][c:45]([C:49]([c:50]3[cH:51][cH:52][cH:53][cH:54][cH:55]3)([c:56]3[cH:57][cH:58][cH:59][cH:60][cH:61]3)[c:62]3[cH:63][cH:64][cH:65][cH:66][cH:67]3)[s:46][c:47]2[NH2:48])=[O:68])[cH:2][cH:3][cH:4][cH:5][cH:6]1>>[c:1]1([CH:7]([c:8]2[cH:9][cH:10][cH:11][cH:12][cH:13]2)[O:14][C:15](=[O:16])[C:17]2=[C:24]([CH2:25][S:26][c:27]3[n:28][n:29]4[c:30]([n:31][c:32]([CH3:36])[cH:33][c:34]4=[O:35])[s:37]3)[CH2:23][S:22][CH:21]3[N:18]2[C:19](=[O:69])[CH:20]3[NH:38][C:39]([C:40](=[N:41][O:42][C:85]([c:84]2[c:83]([CH3:95])[cH:82][c:81]([O:80][C:78]([CH2:77][Cl:76])=[O:79])[c:89]([O:90][C:91]([CH2:92][Cl:93])=[O:94])[cH:88]2)=[O:86])[c:43]2[n:44][c:45]([C:49]([c:50]3[cH:51][cH:52][cH:53][cH:54][cH:55]3)([c:56]3[cH:57][cH:58][cH:59][cH:60][cH:61]3)[c:62]3[cH:63][cH:64][cH:65][cH:66][cH:67]3)[s:46][c:47]2[NH2:48])=[O:68])[cH:2][cH:3][cH:4][cH:5][cH:6]1. Reactants: O=C([O-])[O-], Cc1cc(OC(=O)CCl)c(OC(=O)CCl)cc1C(=O)Cl, ClCCl, [K+], [K+], Cc1cc(=O)n2nc(SCC3=C(C(=O)OC(c4ccccc4)c4ccccc4)N4C(=O)C(NC(=O)C(=NO)c5nc(C(c6ccccc6)(c6ccccc6)c6ccccc6)sc5N)C4SC3)sc2n1. The product is Cc1cc(=O)n2nc(SCC3=C(C(=O)OC(c4ccccc4)c4ccccc4)N4C(=O)C(NC(=O)C(=NOC(=O)c5cc(OC(=O)CCl)c(OC(=O)CCl)cc5C)c5nc(C(c6ccccc6)(c6ccccc6)c6ccccc6)sc5N)C4SC3)sc2n1. The reactants are CCOC(=O)CCc1cccc(C(O[SiH](C)C)C(C)(C)C)n1, CCO, [Na+], [OH-]. The product is C[SiH](C)OC(c1cccc(CCC(=O)O)n1)C(C)(C)C. Reaction SMILES: [C:1]([CH3:2])([CH3:3])([CH3:4])[CH:5]([c:6]1[cH:7][cH:8][cH:9][c:10]([CH2:12][CH2:13][C:14](=[O:15])[O:16][CH2:17][CH3:18])[n:11]1)[O:19][SiH:20]([CH3:21])[CH3:22].[CH3:25][CH2:26][OH:27].[Na+:24].[OH-:23]>>[C:1]([CH3:2])([CH3:3])([CH3:4])[CH:5]([c:6]1[cH:7][cH:8][cH:9][c:10]([CH2:12][CH2:13][C:14](=[O:15])[OH:16])[n:11]1)[O:19][SiH:20]([CH3:21])[CH3:22].